This data is from the Open Reaction Database (ORD), a public repository of structured organic reaction records. The task is: describe an organic reaction: reactants, conditions, products, and yield The reactants are C(C)(C)(C)OC(=O)N(S(=O)(=O)C)C1=CN(C2=CC=CC=C12)CC(=O)O (2-(3-(N-(tert-butoxycarbonyl)methylsulfonamido)-1H-indol-1-yl)acetic acid), ClC=1C=[N+](C=C(C1C[C@H](O)C1=CC(=C(C=C1)OC(F)F)OCC1CC1)Cl)[O-] ((S)-3,5-dichloro-4-(2-(3-(cyclopropylmethoxy)-4-(difluoromethoxy)phenyl)-2-hydroxyethyl)pyridine 1-oxide), C(CCl)Cl (EDC). The reagents and catalysts are CN(C)C=1C=CN=CC1 (DMAP). Solvent: C(Cl)Cl (DCM). Product: C(C)(C)(C)OC(=O)N(S(=O)(=O)C)C1=CN(C2=CC=CC=C12)CC(=O)O[C@@H](CC1=C(C=[N+](C=C1Cl)[O-])Cl)C1=CC(=C(C=C1)OC(F)F)OCC1CC1 ((S)-4-(2-(2-(3-(N-(tert-butoxycarbonyl)-methylsulfonamido)-1H-indol-1-yl)acetoxy)-2-(3-(cyclopropylmethoxy)-4-(difluoromethoxy)phenyl)ethyl)-3,5-dichloropyridine 1-oxide). Yield: 70.9%. As a reaction SMILES: [C:1]([O:5][C:6]([N:8]([C:13]1[C:21]2[C:16](=[CH:17][CH:18]=[CH:19][CH:20]=2)[N:15]([CH2:22][C:23]([OH:25])=[O:24])[CH:14]=1)[S:9]([CH3:12])(=[O:11])=[O:10])=[O:7])([CH3:4])([CH3:3])[CH3:2].[Cl:26][C:27]1[CH:28]=[N+:29]([O-:52])[CH:30]=[C:31]([Cl:51])[C:32]=1[CH2:33][C@@H:34]([C:36]1[CH:41]=[CH:40][C:39]([O:42][CH:43]([F:45])[F:44])=[C:38]([O:46][CH2:47][CH:48]2[CH2:50][CH2:49]2)[CH:37]=1)O.C(Cl)CCl>CN(C1C=CN=CC=1)C.C(Cl)Cl>[C:1]([O:5][C:6]([N:8]([C:13]1[C:21]2[C:16](=[CH:17][CH:18]=[CH:19][CH:20]=2)[N:15]([CH2:22][C:23]([O:25][C@H:34]([C:36]2[CH:41]=[CH:40][C:39]([O:42][CH:43]([F:44])[F:45])=[C:38]([O:46][CH2:47][CH:48]3[CH2:49][CH2:50]3)[CH:37]=2)[CH2:33][C:32]2[C:31]([Cl:51])=[CH:30][N+:29]([O-:52])=[CH:28][C:27]=2[Cl:26])=[O:24])[CH:14]=1)[S:9]([CH3:12])(=[O:11])=[O:10])=[O:7])([CH3:4])([CH3:2])[CH3:3]. Procedure: A solution of 2-(3-(N-(tert-butoxycarbonyl)methylsulfonamido)-1H-indol-1-yl)acetic acid (220 mg, 0.597 mmol), (S)-3,5-dichloro-4-(2-(3-(cyclopropylmethoxy)-4-(difluoromethoxy)phenyl)-2-hydroxyethyl)pyridine 1-oxide (228 mg, 0.543 mmol), EDC (312 mg, 1.629 mmol) and DMAP (66.3 mg, 0.543 mmol) in dry DCM (10 ml), under nitrogen, was stirred at room temperature for 24 hours. The mixture was washed with aqueous 5% citric acid, with water and then with brine; the organic phase was dried over Na2SO4 a... Yield: 85.7%. Yields the product NC1=CC=C(C=C1)N1C[C@@H](CC1)NC1=CC=C(C=N1)/C=C/C(=O)OCC (ethyl (2E)-3-(6-{[(3R)-1-(4-aminophenyl)-3-pyrrolidinyl]amino}-3-pyridinyl)acrylate). Reported procedure: To a solution of ethyl (2E)-3-(6-{(tert-butoxycarbonyl)[(3R)-1-(4-nitrophenyl)-3-pyrrolidinyl]amino}-3-pyridinyl)acrylate (297 mg) in ethanol (3 mL) was added tin(II) chloride (583 mg), and the mixture was heated at reflux for 6 hours. After cooling, the reaction mixture was basified with 2N sodium hydroxide and extracted with ethyl acetate. The organic layer was dried over Na2SO4, filtered, and evaporated in vacuo. The residue was purified by column chromatography on silica gel to give ethyl (2... The solvent is C(C)O (ethanol). As a reaction SMILES: C(OC([N:8]([C@@H:22]1[CH2:26][CH2:25][N:24]([C:27]2[CH:32]=[CH:31][C:30]([N+:33]([O-])=O)=[CH:29][CH:28]=2)[CH2:23]1)[C:9]1[N:14]=[CH:13][C:12](/[CH:15]=[CH:16]/[C:17]([O:19][CH2:20][CH3:21])=[O:18])=[CH:11][CH:10]=1)=O)(C)(C)C.[Sn](Cl)Cl.[OH-].[Na+]>C(O)C>[NH2:33][C:30]1[CH:31]=[CH:32][C:27]([N:24]2[CH2:25][CH2:26][C@@H:22]([NH:8][C:9]3[N:14]=[CH:13][C:12](/[CH:15]=[CH:16]/[C:17]([O:19][CH2:20][CH3:21])=[O:18])=[CH:11][CH:10]=3)[CH2:23]2)=[CH:28][CH:29]=1 |f:2.3|. The reactants are C(C)(C)(C)OC(=O)N(C1=CC=C(C=N1)/C=C/C(=O)OCC)[C@H]1CN(CC1)C1=CC=C(C=C1)[N+](=O)[O-] (ethyl (2E)-3-(6-{(tert-butoxycarbonyl)[(3R)-1-(4-nitrophenyl)-3-pyrrolidinyl]amino}-3-pyridinyl)acrylate), [Sn](Cl)Cl (tin(II) chloride), [OH-].[Na+] (sodium hydroxide). Starting materials: BrC1=C(C=C(C=C1C)I)C (2-bromo-5-iodo-1,3-dimethylbenzene), CN1C(C=C(C=C1)B(O)O)=O (1-methyl-2-oxo-1,2-dihydropyridin-4-ylboronic acid), Intermediate 56. Yields the product BrC1=C(C=C(C=C1C)C1=CC(N(C=C1)C)=O)C (4-(4-Bromo-3,5-dimethylphenyl)-1-methylpyridin-2(1H)-one). Reaction SMILES: [Br:1][C:2]1[C:7]([CH3:8])=[CH:6][C:5](I)=[CH:4][C:3]=1[CH3:10].[CH3:11][N:12]1[CH:17]=[CH:16][C:15](B(O)O)=[CH:14][C:13]1=[O:21]>>[Br:1][C:2]1[C:7]([CH3:8])=[CH:6][C:5]([C:15]2[CH:16]=[CH:17][N:12]([CH3:11])[C:13](=[O:21])[CH:14]=2)=[CH:4][C:3]=1[CH3:10]. Procedure details: The title compound is prepared from 2-bromo-5-iodo-1,3-dimethylbenzene and 1-methyl-2-oxo-1,2-dihydropyridin-4-ylboronic acid following a procedure analogous to that described in Step 1 of Intermediate 56. LC (method 11): tR=1.04 min; Mass spectrum (ESI+): m/z=292, 294 [M+H]+. Starting materials: C(=O)(OC(C)(C)C)NCCC[C@H](N(C)CC1=CC=CC=C1)C(=O)O (Nδ-Boc-Nα-benzyl-Nα-methylornithine), FC1=CC=C(C=C1)CC[NH-] (2-(4-fluorophenyl)ethylamide). Product: FC1=CC=C(C=C1)CCNC([C@@H](N(C)CC1=CC=CC=C1)CCCNC(=O)OC(C)(C)C)=O (Nδ-Boc-Nα-Benzyl-Nα-Methylornithine 2-(4-Fluorophenyl)ethylamide). As a reaction SMILES: [C:1]([NH:8][CH2:9][CH2:10][CH2:11][C@@H:12]([C:22]([OH:24])=O)[N:13]([CH2:15][C:16]1[CH:21]=[CH:20][CH:19]=[CH:18][CH:17]=1)[CH3:14])([O:3][C:4]([CH3:7])([CH3:6])[CH3:5])=[O:2].[F:25][C:26]1[CH:31]=[CH:30][C:29]([CH2:32][CH2:33][NH-:34])=[CH:28][CH:27]=1>>[F:25][C:26]1[CH:31]=[CH:30][C:29]([CH2:32][CH2:33][NH:34][C:22](=[O:24])[C@H:12]([CH2:11][CH2:10][CH2:9][NH:8][C:1]([O:3][C:4]([CH3:5])([CH3:6])[CH3:7])=[O:2])[N:13]([CH2:15][C:16]2[CH:17]=[CH:18][CH:19]=[CH:20][CH:21]=2)[CH3:14])=[CH:28][CH:27]=1. Procedure details: Nδ-Boc-Nα-benzyl-Nα-methylornithine and 2-(4-fluorophenyl)ethylamide were coupled, as per Procedure C, to afford titled compound as a glassy solid: 1H NMR (400 MHz, CDCl3) δ1.52 (s, 9H), 1.73 (m, 1H), 1.65 (m, 2H), 1.79 (m, 1H), 2.78 (t, J=7.9 Hz, 2H), 3.02 (m, 1H), 3.14 (m, 2H), 3.52 (m, 4H), 6.96 (m, 2H), 7.11 (m, 5H), and 7.28 (m, 2H). Reactants: CC(O)(CN1CCN(C(=O)OCC=Cc2ccc(C(F)(F)F)cc2)CC1)Cn1cc([N+](=O)[O-])nc1Br, CCOC(C)=O, [H-], [Na+], O. Yields the product CC1(CN2CCN(C(=O)OCC=Cc3ccc(C(F)(F)F)cc3)CC2)Cn2cc([N+](=O)[O-])nc2O1. Reaction SMILES: [Br:1][c:2]1[n:3]([CH2:10][C:11]([CH2:12][N:13]2[CH2:14][CH2:15][N:16]([C:19](=[O:20])[O:21][CH2:22][CH:23]=[CH:24][c:25]3[cH:26][cH:27][c:28]([C:31]([F:32])([F:33])[F:34])[cH:29][cH:30]3)[CH2:17][CH2:18]2)([CH3:35])[OH:36])[cH:4][c:5]([N+:7](=[O:8])[O-:9])[n:6]1.[CH3:39][CH2:40][O:41][C:42](=[O:43])[CH3:44].[H-:37].[Na+:38].[OH2:45]>>[c:2]12[n:3]([cH:4][c:5]([N+:7](=[O:8])[O-:9])[n:6]1)[CH2:10][C:11]([CH2:12][N:13]1[CH2:14][CH2:15][N:16]([C:19](=[O:20])[O:21][CH2:22][CH:23]=[CH:24][c:25]3[cH:26][cH:27][c:28]([C:31]([F:32])([F:33])[F:34])[cH:29][cH:30]3)[CH2:17][CH2:18]1)([CH3:35])[O:36]2.